This data is from the Open Reaction Database (ORD), a public repository of structured organic reaction records. The task is: describe an organic reaction: reactants, conditions, products, and yield Reaction SMILES: [C:1]([CH3:2])(=[O:3])[O:4][CH2:5][C:6]12[CH:7]3[CH:8]([CH:9]4[C:10]([CH3:13])([CH2:11][CH2:12]3)[CH:14]([OH:15])[CH2:16][CH2:17]4)[CH2:18][CH:19]=[C:20]1[CH2:21][CH:22]([OH:23])[CH2:24][CH2:25]2.[CH3:26][Si:27]([O:28][CH:29]1[CH2:30][C:31]2=[CH:32][CH2:33][CH:34]3[CH:35]4[CH2:36][CH2:37][CH:38]([O:53][Si:54]([CH3:55])([CH3:56])[CH3:57])[C:39]4([CH3:40])[CH2:41][CH2:42][CH:43]3[C:44]2([CH2:47][O:48][Si:49]([CH3:50])([CH3:51])[CH3:52])[CH2:45][CH2:46]1)([CH3:58])[CH3:59]>>[C:1]([CH3:2])(=[O:3])[O:48][CH2:47][C:44]12[C:31](=[CH:32][CH2:33][CH:34]3[CH:35]4[CH2:36][CH2:37][CH:38]([O:53][Si:54]([CH3:55])([CH3:56])[CH3:57])[C:39]4([CH3:40])[CH2:41][CH2:42][CH:43]31)[CH2:30][CH:29]([O:28][Si:27]([CH3:26])([CH3:58])[CH3:59])[CH2:46][CH2:45]2. Starting materials: CC(=O)OCC12CCC(O)CC1=CCC1C2CCC2(C)C(O)CCC12, CC12CCC3C(CC=C4CC(O[Si](C)(C)C)CCC43CO[Si](C)(C)C)C1CCC2O[Si](C)(C)C. The product is CC(=O)OCC12CCC(O[Si](C)(C)C)CC1=CCC1C2CCC2(C)C(O[Si](C)(C)C)CCC12. Reactants: CCSC1=NC(=O)C(=Cc2ccc3c(cnn3Cc3ccc(O)cc3C(F)(F)F)c2)S1, COCC1CNCCO1. Yields the product COCC1CN(C2=NC(=O)C(=Cc3ccc4c(cnn4Cc4ccc(O)cc4C(F)(F)F)c3)S2)CCO1. As a reaction SMILES: [CH2:1]([S:2][C:4]1=[N:8][C:7](=[O:9])[C:6](=[CH:10][c:11]2[cH:12][c:13]3[cH:14][n:15][n:16]([CH2:20][c:21]4[c:22]([C:28]([F:29])([F:30])[F:31])[cH:23][c:24]([OH:27])[cH:25][cH:26]4)[c:17]3[cH:18][cH:19]2)[S:5]1)[CH3:3].[CH3:32][O:33][CH2:34][CH:35]1[O:36][CH2:37][CH2:38][NH:39][CH2:40]1>>[C:4]1([N:39]2[CH2:38][CH2:37][O:36][CH:35]([CH2:34][O:33][CH3:32])[CH2:40]2)=[N:8][C:7](=[O:9])[C:6](=[CH:10][c:11]2[cH:12][c:13]3[cH:14][n:15][n:16]([CH2:20][c:21]4[c:22]([C:28]([F:29])([F:30])[F:31])[cH:23][c:24]([OH:27])[cH:25][cH:26]4)[c:17]3[cH:18][cH:19]2)[S:5]1. Reactants: COC(=O)C1(NC(=O)OC(C)(C)C)CC(OS(=O)(=O)C(F)(F)C(F)(F)OC(F)(F)C(F)(F)CC(I)CCCCCCCCC(=O)O)C1, CC(=O)O, CCOCC, [Zn]. Product: COC(=O)C1(NC(=O)OC(C)(C)C)CC(OS(=O)(=O)C(F)(F)C(F)(F)OC(F)(F)C(F)(F)CCCCCCCCCCC(=O)O)C1. Reaction SMILES: [CH3:1][O:2][C:3](=[O:4])[C:5]1([NH:40][C:41](=[O:42])[O:43][C:44]([CH3:45])([CH3:46])[CH3:47])[CH2:6][CH:7]([O:9][S:10](=[O:11])(=[O:12])[C:13]([C:14]([F:15])([F:16])[O:17][C:18]([C:19]([CH2:20][CH:21]([CH2:22][CH2:23][CH2:24][CH2:25][CH2:26][CH2:27][CH2:28][CH2:29][C:30](=[O:31])[OH:32])[I:33])([F:34])[F:35])([F:36])[F:37])([F:38])[F:39])[CH2:8]1.[CH3:48][C:49](=[O:50])[OH:51].[CH3:52][CH2:53][O:54][CH2:55][CH3:56].[Zn:57]>>[CH3:1][O:2][C:3](=[O:4])[C:5]1([NH:40][C:41](=[O:42])[O:43][C:44]([CH3:45])([CH3:46])[CH3:47])[CH2:6][CH:7]([O:9][S:10](=[O:11])(=[O:12])[C:13]([C:14]([F:15])([F:16])[O:17][C:18]([C:19]([CH2:20][CH2:21][CH2:22][CH2:23][CH2:24][CH2:25][CH2:26][CH2:27][CH2:28][CH2:29][C:30](=[O:31])[OH:32])([F:34])[F:35])([F:36])[F:37])([F:38])[F:39])[CH2:8]1. Procedure details: A solution of 53.9 g. of 4'-amino-4,4"-dimethoxy-1,1':2',1"-terphenyl in 79 ml. of hydrochloric acid and 120 ml. of water was cooled by means of an external ice bath to about 0° C. A solution of 13.11 g. of sodium nitrate in 100 ml. of water was added over a ten minute period. After stirring an additional ten minutes, a solution of 29.9 g. of potassium iodide in 100 ml. of water was added over a 30 minute period. The solution was allowed to stand overnight without stirring. The reaction was then... Product: IC=1C=C(C(=CC1)C1=CC=C(C=C1)OC)C1=CC=C(C=C1)OC (4'-iodo-4,4"-dimethoxy-1,1':2',1"-terphenyl). Starting materials: NC=1C=C(C(=CC1)C1=CC=C(C=C1)OC)C1=CC=C(C=C1)OC (4'-amino-4,4"-dimethoxy-1,1':2',1"-terphenyl), iodo, [I-].[K+] (potassium iodide), Cl (hydrochloric acid), [N+](=O)([O-])[O-].[Na+] (sodium nitrate). Reaction SMILES: N[C:2]1[CH:3]=[C:4]([C:16]2[CH:21]=[CH:20][C:19]([O:22][CH3:23])=[CH:18][CH:17]=2)[C:5]([C:8]2[CH:13]=[CH:12][C:11]([O:14][CH3:15])=[CH:10][CH:9]=2)=[CH:6][CH:7]=1.Cl.[N+]([O-])([O-])=O.[Na+].[I-:30].[K+]>C(OCC)(=O)C.O>[I:30][C:2]1[CH:3]=[C:4]([C:16]2[CH:21]=[CH:20][C:19]([O:22][CH3:23])=[CH:18][CH:17]=2)[C:5]([C:8]2[CH:13]=[CH:12][C:11]([O:14][CH3:15])=[CH:10][CH:9]=2)=[CH:6][CH:7]=1 |f:2.3,4.5|. Conditions: time 8 hour. The solvent is O (water), O (water), O (water), C(C)(=O)OCC (ethyl acetate). Reactants: C(C)(C)(C)C1=CC2=C(C=CO2)C=C1OC(C(C)(C)C)=O (6-t-butyl-5-trimethylacetoxybenzofuran), [H-].C(C(C)C)[Al+]CC(C)C (diisobutylaluminium hydride). Run in CCCCCC (n-hexane). Reaction conditions: time 8 hour. Product: C(C)(C)(C)C1=CC2=C(C=CO2)C=C1O (6-t-butyl-5-hydroxybenzofuran). The yield is 84.1%. RXN SMILES: [C:1]([C:5]1[C:13]([O:14]C(=O)C(C)(C)C)=[CH:12][C:8]2[CH:9]=[CH:10][O:11][C:7]=2[CH:6]=1)([CH3:4])([CH3:3])[CH3:2].[H-].C([Al+]CC(C)C)C(C)C>CCCCCC>[C:1]([C:5]1[C:13]([OH:14])=[CH:12][C:8]2[CH:9]=[CH:10][O:11][C:7]=2[CH:6]=1)([CH3:4])([CH3:2])[CH3:3] |f:1.2|. Procedure: Under a nitrogen stream, 0.12 g of 6-t-butyl-5-trimethylacetoxybenzofuran was dissolved in 5 ml of n-hexane at room temperature and 1.31 ml of diisobutylaluminium hydride (1M in n-hexane) was added dropwise and the mixture was stirred overnight. After the reaction was quenched with 5% hydrochloric acid, the mixture was extracted with water and ethyl acetate. The organic layers were washed with saturated brine, dried over anhydrous magnesium sulfate and then concentrated. The concentrate was puri... The reactants are [Al+3], [H-], [H-], [H-], [H-], [Li+], C1CCOC1, O=C1CC(c2ccc3[nH]ccc3c2)c2ccccc2CN1. Yields the product c1ccc2c(c1)CNCCC2c1ccc2[nH]ccc2c1. As a reaction SMILES: [Al+3:23].[H-:22].[H-:25].[H-:26].[H-:27].[Li+:24].[O:28]1[CH2:29][CH2:30][CH2:31][CH2:32]1.[nH:1]1[cH:2][cH:3][c:4]2[cH:5][c:6]([CH:10]3[c:11]4[c:12]([cH:18][cH:19][cH:20][cH:21]4)[CH2:13][NH:14][C:15](=[O:17])[CH2:16]3)[cH:7][cH:8][c:9]12>>[nH:1]1[cH:2][cH:3][c:4]2[cH:5][c:6]([CH:10]3[c:11]4[c:12]([cH:18][cH:19][cH:20][cH:21]4)[CH2:13][NH:14][CH2:15][CH2:16]3)[cH:7][cH:8][c:9]12. Reactants: C1(=CC=C(C=C1)S(=O)(=O)[O-])C (p-toluenesulphonate), N[C@@H](CC(OC(C)(C)C)=O)C(=O)OC (H-Asp(OtBu)OMe), C(#N)C1=CC=C(C(=O)NC=2C=C(C(=O)O)C=CC2)C=C1 (m-(p-Cyanobenzamido)benzoic acid). Run in CN(C)C=O (DMF). The product is COC([C@@H](NC(C1=CC(=CC=C1)NC(C1=CC=C(C=C1)C#N)=O)=O)CC(=O)OC(C)(C)C)=O (3-(t-butoxycarbonyl)-N-[m-(p-cyanobenzamido)benzoyl]-L-alanine methyl ester). Yield: 65.0%. As a reaction SMILES: [C:1]([C:3]1[CH:20]=[CH:19][C:6]([C:7]([NH:9][C:10]2[CH:11]=[C:12]([CH:16]=[CH:17][CH:18]=2)[C:13]([OH:15])=O)=[O:8])=[CH:5][CH:4]=1)#[N:2].C1(C)C=CC(S([O-])(=O)=O)=CC=1.[NH2:32][C@H:33]([C:42]([O:44][CH3:45])=[O:43])[CH2:34][C:35](=[O:41])[O:36][C:37]([CH3:40])([CH3:39])[CH3:38]>CN(C=O)C>[CH3:45][O:44][C:42](=[O:43])[C@H:33]([CH2:34][C:35]([O:36][C:37]([CH3:39])([CH3:38])[CH3:40])=[O:41])[NH:32][C:13](=[O:15])[C:12]1[CH:16]=[CH:17][CH:18]=[C:10]([NH:9][C:7](=[O:8])[C:6]2[CH:5]=[CH:4][C:3]([C:1]#[N:2])=[CH:20][CH:19]=2)[CH:11]=1. Procedure: m-(p-Cyanobenzamido)benzoic acid is activated in the same manner as described under a) and coupled with the p-toluenesulphonate of H-Asp(OtBu)OMe in DMF at room temperature. There is isolated 3-(t-butoxycarbonyl)-N-[m-(p-cyanobenzamido)benzoyl]-L-alanine methyl ester in the form of colourless crystals. Yield: 65%, m.p. 83°-84° C. (hexane). Starting materials: COC(CCC=1OC(=C(N1)C1=CC=C(C=C1)OCC1=NC2=C(N1C)C=CC=C2)C2=CC=CC=C2)=O (4-[4-[(1-Methyl-1 H-benzimidazol-2-yl)methoxy]phenyl]-5-phenyl-2-oxazole propanoic acid methylester), [Li+].[OH-] (LiOH), ClCCl.C(C)O (dichloromethane ethanol). Run in O1CCCC1 (tetrahydrofuran). Product: CN1C(=NC2=C1C=CC=C2)COC2=CC=C(C=C2)C=2N=C(OC2C2=CC=CC=C2)CCC(=O)O (4-[4-[(1-Methyl-1 H-benzimidazol-2-yl)methoxy]phenyl]-5-phenyl-2-oxazole propanoic acid). As a reaction SMILES: C[O:2][C:3](=[O:35])[CH2:4][CH2:5][C:6]1[O:7][C:8]([C:29]2[CH:34]=[CH:33][CH:32]=[CH:31][CH:30]=2)=[C:9]([C:11]2[CH:16]=[CH:15][C:14]([O:17][CH2:18][C:19]3[N:23]([CH3:24])[C:22]4[CH:25]=[CH:26][CH:27]=[CH:28][C:21]=4[N:20]=3)=[CH:13][CH:12]=2)[N:10]=1.[Li+].[OH-].ClCCl.C(O)C>O1CCCC1>[CH3:24][N:23]1[C:22]2[CH:25]=[CH:26][CH:27]=[CH:28][C:21]=2[N:20]=[C:19]1[CH2:18][O:17][C:14]1[CH:15]=[CH:16][C:11]([C:9]2[N:10]=[C:6]([CH2:5][CH2:4][C:3]([OH:35])=[O:2])[O:7][C:8]=2[C:29]2[CH:30]=[CH:31][CH:32]=[CH:33][CH:34]=2)=[CH:12][CH:13]=1 |f:1.2,3.4|. Procedure details: A solution of the ester (1 g, 2.14 mmole) of Step A, in tetrahydrofuran (13 mL) containing 1N-LiOH (6.42 mL) is stirred under nitrogen at room temperature for 1 hour (TLC, dichloromethane-ethanol 9:1 ). The solvent is evaporated, water added and the pH adjusted to 6.5 with 10% acetic acid. The fight yellow precipitate is collected, washed with water and dried in vacuo. It is redissolved in hot ethyl acetate (containing enough methanol to obtain a clear solution), concentrated to a smaller volume...